Dataset: the Open Reaction Database (ORD), a public repository of structured organic reaction records. Task: describe an organic reaction: reactants, conditions, products, and yield The reactants are NC1=C(C=CC(=C1Cl)OC)C(C)=O (1-(2-amino-3-chloro-4-methoxyphenyl)ethanone), C(C)(C)C=1N=C(SC1)C(=O)Cl (4-isopropylthiazole-2-carbonyl chloride), C(C)(=O)C1=C(C=C(C=C1)OC)NC(=O)C=1SC=C(N1)C(C)C (N-(2-acetyl-5-methoxyphenyl)-4-isopropylthiazole-2-carboxamide). Product: C(C)(=O)C1=CC=C(C(=C1NC(=O)C=1SC=C(N1)C(C)C)Cl)OC (N-(6-Acetyl-2-chloro-3-methoxyphenyl)-4-isopropylthiazole-2-carboxamide). Isolated yield 80.0%. Reaction SMILES: [NH2:1][C:2]1[C:7]([Cl:8])=[C:6]([O:9][CH3:10])[CH:5]=[CH:4][C:3]=1[C:11](=[O:13])[CH3:12].[CH:14]([C:17]1[N:18]=[C:19]([C:22](Cl)=[O:23])[S:20][CH:21]=1)([CH3:16])[CH3:15].C(C1C=CC(OC)=CC=1NC(C1SC=C(C(C)C)N=1)=O)(=O)C>>[C:11]([C:3]1[C:2]([NH:1][C:22]([C:19]2[S:20][CH:21]=[C:17]([CH:14]([CH3:16])[CH3:15])[N:18]=2)=[O:23])=[C:7]([Cl:8])[C:6]([O:9][CH3:10])=[CH:5][CH:4]=1)(=[O:13])[CH3:12]. Procedure details: N-(6-Acetyl-2-chloro-3-methoxyphenyl)-4-isopropylthiazole-2-carboxamide 217d was synthesized from 1-(2-amino-3-chloro-4-methoxyphenyl)ethanone and compound 214 as a beige solid in 80% yield, according to the procedure as described for compound 217a. 1H NMR (CDCl3, 400 MHz) δ (ppm) 1.47 (s, 3H), 1.48 (s, 3H), 2.57 (s, 3H), 3.34-3.41 (quint, J=6.90 Hz, 1H), 3.98 (s, 3H), 6.86 (d, J=8.48 Hz, 1H), 7.64 (d, J=8.48 Hz, 1H), 8.07 (s, 1H); MS (ESI, EI−) m/z=351 (MH−); MS (ESI, EI+): m/z=353 (MH+). The reactants are O=c1c(Br)c(Br)ccn1Cc1cccc(F)c1, CN(C)C=O, [N-]=[N+]=[N-], [Na+], O. Product: [N-]=[N+]=Nc1ccn(Cc2cccc(F)c2)c(=O)c1Br. RXN SMILES: [Br:5][c:6]1[c:7](=[O:21])[n:8]([CH2:13][c:14]2[cH:15][c:16]([F:20])[cH:17][cH:18][cH:19]2)[cH:9][cH:10][c:11]1[Br:12].[CH3:23][N:24]([CH3:25])[CH:26]=[O:27].[N-:2]=[N+:3]=[N-:4].[Na+:1].[OH2:22]>>[N:2](=[N+:3]=[N-:4])[c:11]1[c:6]([Br:5])[c:7](=[O:21])[n:8]([CH2:13][c:14]2[cH:15][c:16]([F:20])[cH:17][cH:18][cH:19]2)[cH:9][cH:10]1. The reactants are ice water, CC1=C(N=C(O1)C1=CC=CC=C1)CCOC1=CC=C(C=O)C=C1 (4-[2-(5-methyl-2-phenyl-4-oxazolyl)ethoxy]benzaldehyde), C(C)(=O)O (acetic acid), [BH4-].[Na+] (sodium borohydride). Isolated yield 97.9%. Solvent: C(C)O (ethanol). Product: CC1=C(N=C(O1)C1=CC=CC=C1)CCOC1=CC=C(CO)C=C1 (4-[2-(5-methyl-2-phenyl-4-oxazolyl)ethoxy]benzyl alcohol). Reaction SMILES: [CH3:1][C:2]1[O:6][C:5]([C:7]2[CH:12]=[CH:11][CH:10]=[CH:9][CH:8]=2)=[N:4][C:3]=1[CH2:13][CH2:14][O:15][C:16]1[CH:23]=[CH:22][C:19]([CH:20]=[O:21])=[CH:18][CH:17]=1.[BH4-].[Na+].C(O)(=O)C>C(O)C>[CH3:1][C:2]1[O:6][C:5]([C:7]2[CH:8]=[CH:9][CH:10]=[CH:11][CH:12]=2)=[N:4][C:3]=1[CH2:13][CH2:14][O:15][C:16]1[CH:17]=[CH:18][C:19]([CH2:20][OH:21])=[CH:22][CH:23]=1 |f:1.2|. Procedure: To a solution of 4-[2-(5-methyl-2-phenyl-4-oxazolyl)ethoxy]benzaldehyde (7.0 g) in ethanol (100 ml) was added, under ice-cooling, sodium borohydride (0.473 g), and the mixture was stirred for 2 hours at room temperature. To the reaction mixture was added acetic acid (2 ml), which was poured into ice-water, then resulting crystalline precipitate was collected by filtration, followed by recrystallization from ethyl acetate--hexane to yield 4-[2-(5-methyl-2-phenyl-4-oxazolyl)ethoxy]benzyl alcohol (... Reactants: NC1CCCC1, Clc1cc(Cl)nc(NC2CCCC2)n1, CC(C)O. Yields the product Clc1cc(NC2CCCC2)nc(NC2CCCC2)n1. Reaction SMILES: [CH:15]1([NH2:20])[CH2:16][CH2:17][CH2:18][CH2:19]1.[CH:1]1([NH:6][c:7]2[n:8][c:9]([Cl:14])[cH:10][c:11]([Cl:13])[n:12]2)[CH2:2][CH2:3][CH2:4][CH2:5]1.[CH:21]([OH:22])([CH3:23])[CH3:24]>>[CH:1]1([NH:6][c:7]2[n:8][c:9]([NH:20][CH:15]3[CH2:16][CH2:17][CH2:18][CH2:19]3)[cH:10][c:11]([Cl:13])[n:12]2)[CH2:2][CH2:3][CH2:4][CH2:5]1. The reactants are S-(+)-β-hydroxyisobutyric acid, B(F)(F)F.CCOCC (boron trifluoride etherate), P(O)(O)(O)=O (phosphoric acid), C(Cl)Cl (CH2Cl2), C(Cl)Cl (CH2Cl2), C(=O)(O)[O-].[Na+] (NaHCO3), C(=O)=O.CC(=O)C (dry ice acetone), CC(C)=C (isobutylene), ice water. Run in O (water). Conditions: temperature -72 celsius. Yields the product C(C)(C)(C)OC[C@@H](C(=O)OC(C)(C)C)C ((S)-(+)tert. Butyl 3-tert. butoxy-2-methylpropionate). Reaction SMILES: [C:1](=[O:3])=[O:2].[CH3:4][C:5]([CH3:7])=O.[CH3:8][C:9](=[CH2:11])[CH3:10].P(=O)(O)(O)O.B(F)(F)F.[CH3:21][CH2:22]OCC.[C:26]([O-:29])(O)=O.[Na+].[CH2:31](Cl)Cl>O>[C:9]([O:29][CH2:26][C@H:21]([CH3:22])[C:1]([O:3][C:5]([CH3:7])([CH3:31])[CH3:4])=[O:2])([CH3:10])([CH3:8])[CH3:11] |f:0.1,4.5,6.7|. Reported procedure: A solution of 8.7 g. of S-(+)-β-hydroxyisobutyric acid in 140 ml. of CH2Cl2 was stirred and cooled to -72° C. (dry ice-acetone bath) whereupon 70 ml. of liquid isobutylene was added rapidly. To the resulting mixture was added with stirring at -72° C., a solution of 1.6 ml. of phosphoric acid (prepared by dissolving 5 g. of phosphorus pentoxide in 11 ml. of 85% by weight phosphoric acid) in 10 ml. of CH2Cl2, dropwise followed by 3.5 ml. of boron trifluoride etherate also dropwise. The resulting m...